Dataset: the Open Reaction Database (ORD), a public repository of structured organic reaction records. Task: describe an organic reaction: reactants, conditions, products, and yield Starting materials: CO, Cc1ccccc1, COc1ccc(Cn2nc(I)c3c(N4CCN(C(=O)OC(C)(C)C)CC4)c(C4CC4)cnc32)cc1, [F-], [K+], c1cnc2c(c1)ccc1cccnc12. Yields the product COc1ccc(Cn2nc(OC)c3c(N4CCN(C(=O)OC(C)(C)C)CC4)c(C4CC4)cnc32)cc1. As a reaction SMILES: [CH3:52][OH:53].[CH3:54][c:55]1[cH:56][cH:57][cH:58][cH:59][cH:60]1.[CH:1]1([c:4]2[c:5]([N:23]3[CH2:24][CH2:25][N:26]([C:29](=[O:30])[O:31][C:32]([CH3:33])([CH3:34])[CH3:35])[CH2:27][CH2:28]3)[c:6]3[c:7]([n:8][cH:9]2)[n:10]([CH2:14][c:15]2[cH:16][cH:17][c:18]([O:21][CH3:22])[cH:19][cH:20]2)[n:11][c:12]3[I:13])[CH2:2][CH2:3]1.[F-:36].[K+:37].[cH:38]1[cH:39][c:40]2[cH:41][cH:42][c:43]3[c:44]([c:45]2[n:46][cH:47]1)[n:48][cH:49][cH:50][cH:51]3>>[CH:1]1([c:4]2[c:5]([N:23]3[CH2:24][CH2:25][N:26]([C:29](=[O:30])[O:31][C:32]([CH3:33])([CH3:34])[CH3:35])[CH2:27][CH2:28]3)[c:6]3[c:7]([n:8][cH:9]2)[n:10]([CH2:14][c:15]2[cH:16][cH:17][c:18]([O:21][CH3:22])[cH:19][cH:20]2)[n:11][c:12]3[O:53][CH3:52])[CH2:2][CH2:3]1. Reactants: crude product, Cl (hydrogen chloride), OS(=O)(=O)O (H2SO4), OCC(C)NC(C(O)C1=CC(=CC=C1)F)C (2-[[(1RS)-2-hydroxy-1-methylethyl]amino]-1-(3-fluorophenyl)propanol), [OH-].[Na+] (sodium hydroxide). The solvent is C(C)OCC (diethyl ether), ice water, ClCCl (dichloromethane). Run at time 16 hour. The product is Cl.FC=1C=C(C=CC1)C1C(NC(CO1)C)C (2-(3-fluorophenyl)-3,5-dimethylmorpholine hydrochloride). RXN SMILES: OS(O)(=O)=O.O[CH2:7][CH:8]([NH:10][CH:11]([CH3:21])[CH:12]([C:14]1[CH:19]=[CH:18][CH:17]=[C:16]([F:20])[CH:15]=1)[OH:13])[CH3:9].[OH-].[Na+].[ClH:24]>ClCCl.C(OCC)C>[ClH:24].[F:20][C:16]1[CH:15]=[C:14]([CH:12]2[O:13][CH2:7][CH:8]([CH3:9])[NH:10][CH:11]2[CH3:21])[CH:19]=[CH:18][CH:17]=1 |f:2.3,7.8|. Procedure details: To concentrated H2SO4 (75 ml) was added a solution of (1R*, 2S*)-2-[[(1RS)-2-hydroxy-1-methylethyl]amino]-1-(3-fluorophenyl)propanol (21.6 g, 0.095 mole) in dichloromethane (100 ml) at 0° C. The resulting mixture was stirred for 16 hours at room temperature and diluted with ice water. The aqueous phase was basified with 40% aqueous sodium hydroxide and extracted with diethyl ether. The diethyl ether layers were combined, washed with brine, dried (sodium sulfate), and concentrated under reduced p... Reactants: BrC=1C=C2C(=C(C(=NC2=C(C1)C)Cl)C1=CC(=CC=C1)F)Cl (6-bromo-2,4-dichloro-3-(3-fluorophenyl)-8-methylquinoline), BrC=1C=C2C(=C(C(=NC2=C(C1)C)Cl)C1=CC(=CC=C1)F)Cl (6-bromo-2,4-dichloro-3-(3-fluorophenyl)-8-methylquinoline), FC1=CC=C(C=C1)C(=O)C1=CN=CN1C ((4-fluorophenyl)(1-methyl-1H-imidazol-5-yl)methanone), FC1=CC=C(C=C1)C(=O)C1=CN=CN1C ((4-fluorophenyl)(1-methyl-1H-imidazol-5-yl)methanone), [Li]CCCC (n-BuLi). Reaction conditions: temperature -78 celsius, time 10 minute. Product: ClC1=NC2=C(C=C(C=C2C(=C1C1=CC(=CC=C1)F)Cl)C(O)(C1=CN=CN1C)C1=CC=C(C=C1)F)C ((2,4-Dichloro-3-(3-fluorophenyl)-8-methylquinolin-6-yl)(4-fluorophenyl)(1-methyl-1H-imidazol-5-yl)methanol). RXN SMILES: Br[C:2]1[CH:3]=[C:4]2[C:9](=[C:10]([CH3:12])[CH:11]=1)[N:8]=[C:7]([Cl:13])[C:6]([C:14]1[CH:19]=[CH:18][CH:17]=[C:16]([F:20])[CH:15]=1)=[C:5]2[Cl:21].[F:22][C:23]1[CH:28]=[CH:27][C:26]([C:29]([C:31]2[N:35]([CH3:36])[CH:34]=[N:33][CH:32]=2)=[O:30])=[CH:25][CH:24]=1.[Li]CCCC>>[Cl:13][C:7]1[C:6]([C:14]2[CH:19]=[CH:18][CH:17]=[C:16]([F:20])[CH:15]=2)=[C:5]([Cl:21])[C:4]2[C:9](=[C:10]([CH3:12])[CH:11]=[C:2]([C:29]([C:26]3[CH:27]=[CH:28][C:23]([F:22])=[CH:24][CH:25]=3)([C:31]3[N:35]([CH3:36])[CH:34]=[N:33][CH:32]=3)[OH:30])[CH:3]=2)[N:8]=1. Procedure details: A round bottom flask was charged with 6-bromo-2,4-dichloro-3-(3-fluorophenyl)-8-methylquinoline (1.00 g, 2.60 mmol, Intermediate 50, step c) and (4-fluorophenyl)(1-methyl-1H-imidazol-5-yl)methanone (583 mg, 2.86 mmol, Intermediate 49, step b) and was evacuated and re-filled with argon (three times). THF (20 mL) was added, and the solution was cooled in a dry ice acetone bath for 2 minutes. At this point the mixture began to turn cloudy and n-BuLi (1.6 M in hexane, 2.11 mL, 3.38 mmol), was added ... The product is Cl.[N+](=O)([O-])C1=CC=C(C=C1)CCN1CCC(CC1)C(=O)C=1C=CC=2C(=NON2)C1 (1-[2-(4-Nitrophenyl)ethyl]-4-(benzofurazan-5-carbonyl)piperidine hydrochloride). Solvent: C(C)O (ethanol). Starting materials: Cl.N1=C2C(=NO1)C=C(C=C2)C(=O)C2CCNCC2 (4-(benzofurazan-5-carbonyl)piperidine hydrochloride), [I-].[Li+] (lithium iodide), [N+](=O)([O-])C1=CC=C(CCBr)C=C1 (4-nitrophenethyl bromide), C([O-])(O)=O.[Na+] (sodium bicarbonate). Reaction SMILES: [ClH:1].[N:2]1[O:6][N:5]=[C:4]2[CH:7]=[C:8]([C:11]([CH:13]3[CH2:18][CH2:17][NH:16][CH2:15][CH2:14]3)=[O:12])[CH:9]=[CH:10][C:3]=12.[N+:19]([C:22]1[CH:30]=[CH:29][C:25]([CH2:26][CH2:27]Br)=[CH:24][CH:23]=1)([O-:21])=[O:20].C(=O)(O)[O-].[Na+].[I-].[Li+]>C(O)C>[ClH:1].[N+:19]([C:22]1[CH:30]=[CH:29][C:25]([CH2:26][CH2:27][N:16]2[CH2:17][CH2:18][CH:13]([C:11]([C:8]3[CH:9]=[CH:10][C:3]4[C:4]([CH:7]=3)=[N:5][O:6][N:2]=4)=[O:12])[CH2:14][CH2:15]2)=[CH:24][CH:23]=1)([O-:21])=[O:20] |f:0.1,3.4,5.6,8.9|. Reported procedure: In the manner described in Example 14, 4-(benzofurazan-5-carbonyl)piperidine hydrochloride (80 mg, 0.3 mmol), 4-nitrophenethyl bromide (172 mg, 0.75 mmol), sodium bicarbonate (101 mg, 1.2 mmol), and lithium iodide (1 mg) in ethanol (3 ml) under reflux for 3 hours gave, after purification by flash column chromatography on silica gel, eluting with CH2Cl2 /CH3OH/NH3 (Aq.); 96:4:0.4 and treatment with ethanolic HCl, the hydrochloride as a white solid (44 mg, 35%), mp 238°-240° C. The reactants are C1CCNCC1, COc1cc2c(=O)[nH]cnc2cc1OCCCCl, CCC(C)O. Product: COc1cc2c(=O)[nH]cnc2cc1OCCCN1CCCCC1. RXN SMILES: [CH2:19]1[CH2:20][CH2:21][NH:22][CH2:23][CH2:24]1.[CH3:1][O:2][c:3]1[cH:4][c:5]2[c:6](=[O:18])[nH:7][cH:8][n:9][c:10]2[cH:11][c:12]1[O:13][CH2:14][CH2:15][CH2:16][Cl:17].[CH:25]([OH:26])([CH2:27][CH3:28])[CH3:29]>>[CH3:1][O:2][c:3]1[cH:4][c:5]2[c:6](=[O:18])[nH:7][cH:8][n:9][c:10]2[cH:11][c:12]1[O:13][CH2:14][CH2:15][CH2:16][N:22]1[CH2:21][CH2:20][CH2:19][CH2:24][CH2:23]1. The reactants are ClC=1C(=NC(=NC1)NC=1C=NN(C1)C)NC1CC2CNCC2CC1 (5-chloro-N2-(1-methyl-1H-pyrazol-4-yl)-N4-(octahydro-1H-isoindol-5-yl)pyrimidine-2,4-diamine), C(#N)CC(=O)O (2-cyanoacetic acid), CCN=C=NCCCN(C)C (EDCI), C1=CC2=C(N=C1)N(N=N2)O (HOAT). Run in C(Cl)Cl (DCM), CN(C)C=O (DMF). Run at temperature 45 celsius, time 3 hour. Product: ClC=1C(=NC(=NC1)NC=1C=NN(C1)C)NC1CC2CN(CC2CC1)C(CC#N)=O (3-(5-((5-chloro-2-((1-methyl-1H-pyrazol-4-yl)amino)pyrimidin-4-yl)amino)hexahydro-1H-isoindol-2(3H)-yl)-3-oxopropanenitrile). Yield: 40.8%. RXN SMILES: [Cl:1][C:2]1[C:3]([NH:15][CH:16]2[CH2:24][CH2:23][CH:22]3[CH:18]([CH2:19][NH:20][CH2:21]3)[CH2:17]2)=[N:4][C:5]([NH:8][C:9]2[CH:10]=[N:11][N:12]([CH3:14])[CH:13]=2)=[N:6][CH:7]=1.[C:25]([CH2:27][C:28](O)=[O:29])#[N:26].CCN=C=NCCCN(C)C.C1C=NC2N(O)N=NC=2C=1>C(Cl)Cl.CN(C=O)C>[Cl:1][C:2]1[C:3]([NH:15][CH:16]2[CH2:24][CH2:23][CH:22]3[CH:18]([CH2:19][N:20]([C:28](=[O:29])[CH2:27][C:25]#[N:26])[CH2:21]3)[CH2:17]2)=[N:4][C:5]([NH:8][C:9]2[CH:10]=[N:11][N:12]([CH3:14])[CH:13]=2)=[N:6][CH:7]=1. Reported procedure: To a solution of 5-chloro-N2-(1-methyl-1H-pyrazol-4-yl)-N4-(octahydro-1H-isoindol-5-yl)pyrimidine-2,4-diamine (470 mg, 1.35 mmol), 2-cyanoacetic acid (246.7 mg, 2.90 mmol) in a mixture of DCM (40 mL) and DMF (10 mL) were added EDCI (505.2 mg, 2.64 mmol) and HOAT (325.4 mg, 0.30 mmol). After addition, the reaction mixture was stirred at 45° C. for 3 h, quenched with H2O (30 mL) and extracted with DCM (200 mL×3). The combined organic phases were washed with brine (200 mL), dried over anhydrous Na2...